Dataset: the Open Reaction Database (ORD), a public repository of structured organic reaction records. Task: describe an organic reaction: reactants, conditions, products, and yield Reactants: O (H2O), CC1(OC2=C(O1)C=CC=C2S(=O)(=O)N)C (2,2-dimethyl-1,3-benzodioxole-4-sulfonamide), COC1=NC(=NC(=C1)C)NC(OC)=O (methyl [4-methoxy-6-methylpyrimidin-2-yl]carbamate), C[Al](C)C (trimethylaluminum). Reagents/catalysts: Cl (hydrochloric acid). Run in C(C)(=O)O (acetic acid), C(Cl)Cl (methylene chloride). Conditions: time 15 minute. Yields the product COC1=NC(=NC(=C1)C)NC(=O)NS(=O)(=O)C1=CC=CC=2OC(OC21)(C)C (N-[(4-Methoxy-6-methylpyrimidin-2-yl)aminocarbonyl]-2,2-dimethyl-1,3-benzodioxole-4-sulfonamide). Isolated yield 26.6%. Reaction SMILES: [CH3:1][C:2]1([CH3:15])[O:6][C:5]2[CH:7]=[CH:8][CH:9]=[C:10]([S:11]([NH2:14])(=[O:13])=[O:12])[C:4]=2[O:3]1.C[Al](C)C.[CH3:20][O:21][C:22]1[CH:27]=[C:26]([CH3:28])[N:25]=[C:24]([NH:29][C:30](=O)[O:31]C)[N:23]=1.O>C(Cl)Cl.Cl.C(O)(=O)C>[CH3:20][O:21][C:22]1[CH:27]=[C:26]([CH3:28])[N:25]=[C:24]([NH:29][C:30]([NH:14][S:11]([C:10]2[C:4]3[O:3][C:2]([CH3:15])([CH3:1])[O:6][C:5]=3[CH:7]=[CH:8][CH:9]=2)(=[O:13])=[O:12])=[O:31])[N:23]=1. Procedure: To a solution of 0.55 g 2,2-dimethyl-1,3-benzodioxole-4-sulfonamide, prepared in Example 1, in 30 ml methylene chloride at ambient temperature under nitrogen was added 1.2 ml of trimethylaluminum (2M in toluene). After stirring 15 minutes at ambient temperature, 0.47 g of methyl [4-methoxy-6-methylpyrimidin-2-yl]carbamate, prepared according to the procedure of Example 3, was added and the reaction mixture was heated at reflux 16 hours. The reaction mixture was cooled to ambient temperature and ... Starting materials: [O-]CC.[Na+] (sodium ethoxide), CCO (EtOH), O=C(CC(=O)OCC)NC1=CC=CC=C1 (ethyl 3-oxo-3-(phenylamino)propanoate), CO/C=C/C(C)=O (trans-4-methoxy-3-buten-2-one). The product is CC1=CC=C(C(N1C1=CC=CC=C1)=O)C(=O)O (6-Methyl-2-oxo-1-phenyl-1,2-dihydro-pyridine-3-carboxylic acid). Yield: 27.1%. Reaction SMILES: [O-]CC.[Na+].CCO.[O:8]=[C:9]([NH:16][C:17]1[CH:22]=[CH:21][CH:20]=[CH:19][CH:18]=1)[CH2:10][C:11]([O:13]CC)=[O:12].CO/[CH:25]=[CH:26]/[C:27](=O)[CH3:28]>>[CH3:25][C:26]1[N:16]([C:17]2[CH:18]=[CH:19][CH:20]=[CH:21][CH:22]=2)[C:9](=[O:8])[C:10]([C:11]([OH:13])=[O:12])=[CH:28][CH:27]=1 |f:0.1|. Procedure: To a solution of sodium ethoxide in EtOH (prepared from sodium (0.5 g, 21.75 mmol) dissolved in EtOH (40 mL)) is added ethyl 3-oxo-3-(phenylamino)propanoate (4 g, 19.30 mmol) and trans-4-methoxy-3-buten-2-one (2 g, 19.98 mmol). After the reaction is stirred at reflux overnight, the mixture is concentrated. The residue is partitioned between H2O (50 mL) and EtOAc (50 mL). The aqueous layer is acidified with concentrated HCl to a pH 3˜4 and then it is extracted with EtOAc. The organic extracts are... The reactants are BrC=1C=CC(=C(C#N)C1)C(=O)N1CCN(CC1)C1=NC=C(C=C1C)C1CC1 (5-bromo-2-[4-(5-cyclopropyl-3-methylpyridin-2-yl)piperazine-1-carbonyl]benzonitrile), N1C(CCC1)=O (pyrrolidin-2-one). Yields the product C1(CC1)C=1C=C(C(=NC1)N1CCN(CC1)C(=O)C1=C(C#N)C=C(C=C1)N1C(CCC1)=O)C (2-[4-(5-cyclopropyl-3-methylpyridin-2-yl)piperazine-1-carbonyl]-5-(2-oxopyrrolidin-1-yl)benzonitrile). RXN SMILES: Br[C:2]1[CH:3]=[CH:4][C:5]([C:10]([N:12]2[CH2:17][CH2:16][N:15]([C:18]3[C:23]([CH3:24])=[CH:22][C:21]([CH:25]4[CH2:27][CH2:26]4)=[CH:20][N:19]=3)[CH2:14][CH2:13]2)=[O:11])=[C:6]([CH:9]=1)[C:7]#[N:8].[NH:28]1[CH2:32][CH2:31][CH2:30][C:29]1=[O:33]>>[CH:25]1([C:21]2[CH:22]=[C:23]([CH3:24])[C:18]([N:15]3[CH2:16][CH2:17][N:12]([C:10]([C:5]4[CH:4]=[CH:3][C:2]([N:28]5[CH2:32][CH2:31][CH2:30][C:29]5=[O:33])=[CH:9][C:6]=4[C:7]#[N:8])=[O:11])[CH2:13][CH2:14]3)=[N:19][CH:20]=2)[CH2:27][CH2:26]1. Procedure: Using 5-bromo-2-[4-(5-cyclopropyl-3-methylpyridin-2-yl)piperazine-1-carbonyl]benzonitrile (723 mg) described in Preparation Example 189 and pyrrolidin-2-one (196 μL) and by the reaction and treatment in the same manner as in Example 20262, the title compound (668 mg) was obtained. Starting materials: [BH4-], CON(C)Cc1nc(NC(=O)OC(C)(C)C)sc1F, C1CCOC1, [O-]Cl, Cl, [Na+], [Na+], O, O=Cc1cscn1. The product is CC(C)(C)OC(=O)Nc1nc(CO)c(F)s1. Reaction SMILES: [BH4-:30].[C:1]([CH3:2])([CH3:3])([CH3:4])[O:5][C:6]([NH:7][c:8]1[s:9][c:10]([F:18])[c:11]([CH2:13][N:14]([O:15][CH3:16])[CH3:17])[n:12]1)=[O:19].[CH2:33]1[O:34][CH2:35][CH2:36][CH2:37]1.[Cl:20][O-:21].[ClH:32].[Na+:22].[Na+:31].[OH2:38].[s:23]1[cH:24][c:25]([CH:26]=[O:29])[n:27][cH:28]1>>[C:1]([CH3:2])([CH3:3])([CH3:4])[O:5][C:6]([NH:7][c:8]1[s:9][c:10]([F:18])[c:11]([CH2:13][OH:29])[n:12]1)=[O:19]. The reactants are [Na+].[Cl-] (NaCl), C(C1=CC=CC=C1)N(CCO)C (N-Benzyl-N-methyl-ethanolamine), CS(=O)(=O)Cl (methanesulfonyl chloride), aqueous solution, [OH-].[Na+] (NaOH). Run in C1(=CC=CC=C1)C (toluene), O (Water). The product is CS(=O)(=O)OCCN(C)CC1=CC=CC=C1 (N-benzyl-N-methyl-ethanolamine methanesulfonate). RXN SMILES: [CH2:1]([N:8]([CH3:12])[CH2:9][CH2:10][OH:11])[C:2]1[CH:7]=[CH:6][CH:5]=[CH:4][CH:3]=1.[OH-].[Na+].[CH3:15][S:16](Cl)(=[O:18])=[O:17].[Na+].[Cl-]>O.C1(C)C=CC=CC=1>[CH3:15][S:16]([O:11][CH2:10][CH2:9][N:8]([CH2:1][C:2]1[CH:7]=[CH:6][CH:5]=[CH:4][CH:3]=1)[CH3:12])(=[O:18])=[O:17] |f:1.2,4.5|. Procedure details: N-Benzyl-N-methyl-ethanolamine (20.73 g), 61.94 g of toluene and 83.41 g of a 30% aqueous solution of NaOH were respectively weighed and placed in a 300-mL four-necked flask. While the mixture was stirred, the flask inside temperature was lowered to 6.8° C. Then, 31.68 g of methanesulfonyl chloride was added dropwise over 3 hours and 17 minutes at a flask inside temperature of 5 to 10° C. Water (33 mL) was added to dissolve the NaCl which had precipitated out in the aqueous phase, and the mixtur... Starting materials: CCOC(=O)c1cnn(-c2cccc(F)c2)c1NC(C)=O, C1CCOC1, CI, [Cl-], [H-], [NH4+], [Na+], CN(C)C=O. Product: CCOC(=O)c1cnn(-c2cccc(F)c2)c1N(C)C(C)=O. As a reaction SMILES: [C:1]([CH3:2])(=[O:3])[NH:4][c:5]1[c:6]([C:17](=[O:18])[O:19][CH2:20][CH3:21])[cH:7][n:8][n:9]1-[c:10]1[cH:11][c:12]([F:16])[cH:13][cH:14][cH:15]1.[CH2:33]1[O:34][CH2:35][CH2:36][CH2:37]1.[CH3:24][I:25].[Cl-:26].[H-:23].[NH4+:27].[Na+:22].[O:28]=[CH:29][N:30]([CH3:31])[CH3:32]>>[C:1]([CH3:2])(=[O:3])[N:4]([c:5]1[c:6]([C:17](=[O:18])[O:19][CH2:20][CH3:21])[cH:7][n:8][n:9]1-[c:10]1[cH:11][c:12]([F:16])[cH:13][cH:14][cH:15]1)[CH3:24]. The reactants are CCCOc1nc2cccc(C(=O)OCC)c2n1Cc1ccc(-c2ccccc2-c2nnn[nH]2)cc1, CCO. Yields the product CCCOc1nc2cccc(C(=O)O)c2n1Cc1ccc(-c2ccccc2-c2nnn[nH]2)cc1. RXN SMILES: [CH2:1]([CH2:2][CH3:3])[O:4][c:5]1[n:6][c:7]2[c:8]([n:9]1[CH2:10][c:11]1[cH:12][cH:13][c:14](-[c:17]3[c:18](-[c:23]4[n:24][n:25][n:26][nH:27]4)[cH:19][cH:20][cH:21][cH:22]3)[cH:15][cH:16]1)[c:28]([C:32](=[O:33])[O:34][CH2:35][CH3:36])[cH:29][cH:30][cH:31]2.[CH3:37][CH2:38][OH:39]>>[CH2:1]([CH2:2][CH3:3])[O:4][c:5]1[n:6][c:7]2[c:8]([n:9]1[CH2:10][c:11]1[cH:12][cH:13][c:14](-[c:17]3[c:18](-[c:23]4[n:24][n:25][n:26][nH:27]4)[cH:19][cH:20][cH:21][cH:22]3)[cH:15][cH:16]1)[c:28]([C:32](=[O:33])[OH:34])[cH:29][cH:30][cH:31]2.